From a dataset of the Open Reaction Database (ORD), a public repository of structured organic reaction records. describe an organic reaction: reactants, conditions, products, and yield Procedure: Methyl (3-((phenoxyacetylamino)methyl)benzofuran-7-yloxy)acetate (126 mg) was dissolved in methanol (5 ml) and 1N aqueous sodium hydroxide solution (0.5 ml) was added to the obtained solution, followed by stirring the resulting solution at room temperature for 1 hour. To the reaction solution, 1N hydrochloric acid (1 ml) was added and the solution was poured into water layer (30 ml), followed by extracting the resultant twice with ethyl acetate (20 ml). The organic layers were combined and washe... Reactants: O (water), O(C1=CC=CC=C1)CC(=O)NCC1=COC2=C1C=CC=C2OCC(=O)OC (Methyl (3-((phenoxyacetylamino)methyl)benzofuran-7-yloxy)acetate), Cl (hydrochloric acid), [OH-].[Na+] (sodium hydroxide). Yields the product O(C1=CC=CC=C1)CC(=O)NCC1=COC2=C1C=CC=C2OCC(=O)O ((3-((phenoxyacetylamino)methyl)benzofuran-7-yloxy)acetic acid). As a reaction SMILES: [O:1]([CH2:8][C:9]([NH:11][CH2:12][C:13]1[C:17]2[CH:18]=[CH:19][CH:20]=[C:21]([O:22][CH2:23][C:24]([O:26]C)=[O:25])[C:16]=2[O:15][CH:14]=1)=[O:10])[C:2]1[CH:7]=[CH:6][CH:5]=[CH:4][CH:3]=1.[OH-].[Na+].Cl.O>CO>[O:1]([CH2:8][C:9]([NH:11][CH2:12][C:13]1[C:17]2[CH:18]=[CH:19][CH:20]=[C:21]([O:22][CH2:23][C:24]([OH:26])=[O:25])[C:16]=2[O:15][CH:14]=1)=[O:10])[C:2]1[CH:3]=[CH:4][CH:5]=[CH:6][CH:7]=1 |f:1.2|. Run in CO (methanol). Yield: 89.1%. Run at time 1 hour. Starting materials: ClC1=CC(=NC2=CC=C(C=C12)C)N1CCS(C2=C(C1)C=CC=C2)(=O)=O (4-(4-chloro-6-methylquinolin-2-yl)-2,3,4,5-tetrahydro-1,4-benzothiazepine 1,1-dioxide), C1(CC(CCC1)N)N (cyclohexane-1,3-diamine). Yields the product O=S1(CCN(CC2=C1C=CC=C2)C2=NC1=CC=C(C=C1C(=C2)NC2CC(CCC2)N)C)=O (N-[2-(1,1-Dioxido-2,3-dihydro-1,4-benzothiazepin-4(5H)-yl)-6-methylquinolin-4-yl]-cyclohexane-1,3-diamine). As a reaction SMILES: Cl[C:2]1[C:11]2[C:6](=[CH:7][CH:8]=[C:9]([CH3:12])[CH:10]=2)[N:5]=[C:4]([N:13]2[CH2:19][C:18]3[CH:20]=[CH:21][CH:22]=[CH:23][C:17]=3[S:16](=[O:25])(=[O:24])[CH2:15][CH2:14]2)[CH:3]=1.[CH:26]1([NH2:33])[CH2:31][CH2:30][CH2:29][CH:28]([NH2:32])[CH2:27]1>>[O:24]=[S:16]1(=[O:25])[C:17]2[CH:23]=[CH:22][CH:21]=[CH:20][C:18]=2[CH2:19][N:13]([C:4]2[CH:3]=[C:2]([NH:32][CH:28]3[CH2:29][CH2:30][CH2:31][CH:26]([NH2:33])[CH2:27]3)[C:11]3[C:6](=[CH:7][CH:8]=[C:9]([CH3:12])[CH:10]=3)[N:5]=2)[CH2:14][CH2:15]1. Procedure: The title compound was prepared in analogy to Example 3-1 in Scheme 5 by using 4-(4-chloro-6-methylquinolin-2-yl)-2,3,4,5-tetrahydro-1,4-benzothiazepine 1,1-dioxide (prepared in analogy to the one in Example 2-1) and cyclohexane-1,3-diamine. MS obsd. (ESI+) [(M+H)+] 451, 1H NMR (400 MHz, CD3OD) δ ppm 8.04 (d, J=7.8 Hz, 1 H), 7.57 (d, J=7.3 Hz, 1 H), 7.53-7.47 (m, 2 H), 7.37 (t, J=7.7 Hz, 1 H), 7.32-7.26 (m, 2 H), 5.86 (s, 1 H), 5.16-5.00 (m, 2 H), 3.65-3.50 (brs, 4 H), 3.16 (brs, 1 H), 2.42 (s, ... The reactants are C(C)C1=NN(C(=C1)C(=O)O)C (3-ethyl-1-methyl-1H-pyrazole-5-carboxylic acid), NC=1C=C(OC=2C=CC=3N(C2)N=C(N3)NC(=O)C3CC3)C=CC1Cl (N-[6-(3-amino-4-chlorophenoxy)[1,2,4]triazolo[1,5-a]pyridin-2-yl]cyclopropanecarboxamide), O1CCCC1 (tetrahydrofuran), S(=O)(Cl)Cl (thionyl chloride). The reagents and catalysts are CN(C=O)C (N,N-dimethylformamide). Run in CN(C(C)=O)C (N,N-dimethylacetamide). The product is ClC1=C(C=C(C=C1)OC=1C=CC=2N(C1)N=C(N2)NC(=O)C2CC2)NC(=O)C2=CC(=NN2C)CC (N-[2-chloro-5-({2-[(cyclopropylcarbonyl)amino][1,2,4]triazolo[1,5-a]pyridin-6-yl}oxy)phenyl]-3-ethyl-1-methyl-1H-pyrazole-5-carboxamide). Yield: 30.7%. As a reaction SMILES: [CH2:1]([C:3]1[CH:7]=[C:6]([C:8]([OH:10])=O)[N:5]([CH3:11])[N:4]=1)[CH3:2].O1CCCC1.S(Cl)(Cl)=O.[NH2:21][C:22]1[CH:23]=[C:24]([CH:41]=[CH:42][C:43]=1[Cl:44])[O:25][C:26]1[CH:27]=[CH:28][C:29]2[N:30]([N:32]=[C:33]([NH:35][C:36]([CH:38]3[CH2:40][CH2:39]3)=[O:37])[N:34]=2)[CH:31]=1>CN(C)C=O.CN(C)C(=O)C>[Cl:44][C:43]1[CH:42]=[CH:41][C:24]([O:25][C:26]2[CH:27]=[CH:28][C:29]3[N:30]([N:32]=[C:33]([NH:35][C:36]([CH:38]4[CH2:40][CH2:39]4)=[O:37])[N:34]=3)[CH:31]=2)=[CH:23][C:22]=1[NH:21][C:8]([C:6]1[N:5]([CH3:11])[N:4]=[C:3]([CH2:1][CH3:2])[CH:7]=1)=[O:10]. Procedure details: In the same manner as in Example 55 and using 3-ethyl-1-methyl-1H-pyrazole-5-carboxylic acid (56.5 mg, 0.366 mmol), tetrahydrofuran (5 mL), thionyl chloride (63.3 μL, 0.730 mmol), N,N-dimethylformamide (2 drops), N-[6-(3-amino-4-chlorophenoxy)[1,2,4]triazolo[1,5-a]pyridin-2-yl]cyclopropanecarboxamide (114 mg, 0.332 mmol) and N,N-dimethylacetamide (6 mL) as starting materials, the title compound (48.9 mg, 28%) was obtained as a white solid. Starting materials: P(=O)(OC(=C(C)C)C1=NNC2=CC(=CC=C12)OC)(OC)OC (1-(6-methoxy-1H-indazol-3-yl)-2-methylprop-1-en-1-yl dimethyl phosphate), BrCC(C(C)(C)C)=O (1-bromo-3,3-dimethylbutan-2-one). Solvent: CN(C)C=O (DMF), C([O-])([O-])=O.[Cs+].[Cs+] (cesium carbonate). Conditions: time 2 hour. Product: P(=O)(OC(=C(C)C)C1=NN(C2=CC(=CC=C12)OC)CC(C(C)(C)C)=O)(OC)OC (1-[1-(3,3-Dimethyl-2-oxobutyl)-6-methoxy-1H-indazol-3-yl]-2-methylprop-1-en-1-yl dimethyl phosphate). Reaction SMILES: [P:1]([O:21][CH3:22])([O:19][CH3:20])([O:3][C:4]([C:8]1[C:16]2[C:11](=[CH:12][C:13]([O:17][CH3:18])=[CH:14][CH:15]=2)[NH:10][N:9]=1)=[C:5]([CH3:7])[CH3:6])=[O:2].Br[CH2:24][C:25](=[O:30])[C:26]([CH3:29])([CH3:28])[CH3:27]>CN(C=O)C.C(=O)([O-])[O-].[Cs+].[Cs+]>[P:1]([O:21][CH3:22])([O:19][CH3:20])([O:3][C:4]([C:8]1[C:16]2[C:11](=[CH:12][C:13]([O:17][CH3:18])=[CH:14][CH:15]=2)[N:10]([CH2:24][C:25](=[O:30])[C:26]([CH3:29])([CH3:28])[CH3:27])[N:9]=1)=[C:5]([CH3:7])[CH3:6])=[O:2] |f:3.4.5|. Procedure details: Dissolve 0.52 g 1-(6-methoxy-1H-indazol-3-yl)-2-methylprop-1-en-1-yl dimethyl phosphate from the Step B above in 10 mL dry DMF. Weigh in 0.626 g cesium carbonate. Add 0.315 g (0.237 mL) 1-bromo-3,3-dimethylbutan-2-one and stir the resulting mixture at room temperature for 2 hours and at 50° C. for one day. Remove half of the DMF under reduced pressure. Dilute the residue with 1:1 MeCN and water, and purify on RP-HPLC using 20-100% MeCN gradient without TFA to give the title compound as a colorle...